Dataset: the Open Reaction Database (ORD), a public repository of structured organic reaction records. Task: describe an organic reaction: reactants, conditions, products, and yield Starting materials: Cl, Ic1ccccc1, [Na+], [Na+], O=C([O-])[O-], C1COCCO1, O, [Pd], c1ccc(P(c2ccccc2)c2ccccc2)cc1, c1ccc(P(c2ccccc2)c2ccccc2)cc1, c1ccc(P(c2ccccc2)c2ccccc2)cc1, c1ccc(P(c2ccccc2)c2ccccc2)cc1, OB(O)c1ccc2[nH]ccc2c1. Product: c1ccc(-c2ccc3[nH]ccc3c2)cc1. Reaction SMILES: [ClH:26].[I:13][c:14]1[cH:15][cH:16][cH:17][cH:18][cH:19]1.[Na+:20].[Na+:21].[O-:22][C:23](=[O:24])[O-:25].[O:105]1[CH2:106][CH2:107][O:108][CH2:109][CH2:110]1.[OH2:27].[Pd:28].[c:29]1([P:30]([c:31]2[cH:32][cH:33][cH:34][cH:35][cH:36]2)[c:37]2[cH:38][cH:39][cH:40][cH:41][cH:42]2)[cH:43][cH:44][cH:45][cH:46][cH:47]1.[c:48]1([P:49]([c:50]2[cH:51][cH:52][cH:53][cH:54][cH:55]2)[c:56]2[cH:57][cH:58][cH:59][cH:60][cH:61]2)[cH:62][cH:63][cH:64][cH:65][cH:66]1.[c:67]1([P:68]([c:69]2[cH:70][cH:71][cH:72][cH:73][cH:74]2)[c:75]2[cH:76][cH:77][cH:78][cH:79][cH:80]2)[cH:81][cH:82][cH:83][cH:84][cH:85]1.[c:86]1([P:87]([c:88]2[cH:89][cH:90][cH:91][cH:92][cH:93]2)[c:94]2[cH:95][cH:96][cH:97][cH:98][cH:99]2)[cH:100][cH:101][cH:102][cH:103][cH:104]1.[nH:1]1[cH:2][cH:3][c:4]2[cH:5][c:6]([B:10]([OH:11])[OH:12])[cH:7][cH:8][c:9]12>>[nH:1]1[cH:2][cH:3][c:4]2[cH:5][c:6](-[c:14]3[cH:15][cH:16][cH:17][cH:18][cH:19]3)[cH:7][cH:8][c:9]12. Reactants: NC=1SC=C(N1)C (2-amino-4-methylthiazole), CN(C(=O)Cl)C (N,N-dimethylcarbamoyl chloride), [Cl-].[Al+3].[Cl-].[Cl-] (aluminum chloride). Solvent: C=1(C(=CC=CC1)C)C (xylene). The product is CN(C(=O)NC=1SC=C(N1)C)C (1,1-dimethyl-3-(4-methyl-2-thiazolyl)urea). Isolated yield 93.5%. As a reaction SMILES: [NH2:1][C:2]1[S:3][CH:4]=[C:5]([CH3:7])[N:6]=1.[CH3:8][N:9]([CH3:13])[C:10](Cl)=[O:11].[Cl-].[Al+3].[Cl-].[Cl-]>C1(C)C(C)=CC=CC=1>[CH3:8][N:9]([CH3:13])[C:10]([NH:1][C:2]1[S:3][CH:4]=[C:5]([CH3:7])[N:6]=1)=[O:11] |f:2.3.4.5|. Procedure: A mixture of 2-amino-4-methylthiazole (1.14 g), N,N-dimethylcarbamoyl chloride (1.29 g), aluminum chloride (1.60 g), and xylene (40 ml) is refluxed for 20 hours. The reaction mixture is worked up as in Example 1, whereby 1,1-dimethyl-3-(4-methyl-2-thiazolyl)urea (1.73 g) is obtained. Yield is 93.5%. Melting point is 97° to 98° C. (Pure product is recrystallized from ether/petroleum ether). The reactants are C1CCOC1, O=C=NCC1OC(=C2C(=O)Nc3ccccc32)c2ccccc21, NCCN1CCOCC1. The product is O=C(NCCN1CCOCC1)NCC1OC(=C2C(=O)Nc3ccccc32)c2ccccc21. Reaction SMILES: [CH2:33]1[O:34][CH2:35][CH2:36][CH2:37]1.[N:1](=[C:2]=[O:3])[CH2:4][CH:5]1[O:6][C:7](=[C:14]2[C:15](=[O:23])[NH:16][c:17]3[cH:18][cH:19][cH:20][cH:21][c:22]32)[c:8]2[cH:9][cH:10][cH:11][cH:12][c:13]21.[NH2:24][CH2:25][CH2:26][N:27]1[CH2:28][CH2:29][O:30][CH2:31][CH2:32]1>>[NH:1]([C:2](=[O:3])[NH:24][CH2:25][CH2:26][N:27]1[CH2:28][CH2:29][O:30][CH2:31][CH2:32]1)[CH2:4][CH:5]1[O:6][C:7](=[C:14]2[C:15](=[O:23])[NH:16][c:17]3[cH:18][cH:19][cH:20][cH:21][c:22]32)[c:8]2[cH:9][cH:10][cH:11][cH:12][c:13]21. Starting materials: COC1=NC(=NC=C1C1=NC(=C(C=C1)OC1=CC(=NC=C1)C=1C=NN(C1)C)C)NC (4-methoxy-N-methyl-5-(6-methyl-5-((2-(1-methyl-1H-pyrazol-4-yl)pyridin-4-yl)oxy)pyridin-2-yl)pyrimidin-2-amine), Br (HBr). Solvent: C(C)(=O)O (acetic acid). Reaction conditions: temperature 90 celsius. Product: CC1=C(C=CC(=N1)C=1C(NC(=NC1)NC)=O)OC1=CC(=NC=C1)C=1C=NN(C1)C (5-(6-methyl-5-((2-(1-methyl-1H-pyrazol-4-yl)pyridin-4-yl)oxy)pyridin-2-yl)-2-(methylamino)pyrimidin-4(3H)-one). The yield is 53.4%. RXN SMILES: C[O:2][C:3]1[C:8]([C:9]2[CH:14]=[CH:13][C:12]([O:15][C:16]3[CH:21]=[CH:20][N:19]=[C:18]([C:22]4[CH:23]=[N:24][N:25]([CH3:27])[CH:26]=4)[CH:17]=3)=[C:11]([CH3:28])[N:10]=2)=[CH:7][N:6]=[C:5]([NH:29][CH3:30])[N:4]=1.Br>C(O)(=O)C>[CH3:28][C:11]1[N:10]=[C:9]([C:8]2[C:3](=[O:2])[NH:4][C:5]([NH:29][CH3:30])=[N:6][CH:7]=2)[CH:14]=[CH:13][C:12]=1[O:15][C:16]1[CH:21]=[CH:20][N:19]=[C:18]([C:22]2[CH:23]=[N:24][N:25]([CH3:27])[CH:26]=2)[CH:17]=1. Reported procedure: A solution of 4-methoxy-N-methyl-5-(6-methyl-5-((2-(1-methyl-1H-pyrazol-4-yl)pyridin-4-yl)oxy)pyridin-2-yl)pyrimidin-2-amine (0.10 g, 0.25 mmol) in acetic acid (5 mL) was treated with HBr (0.12 mL, 1.0 mmol) and heated at 90° C. for 4 h. The mixture was cooled to RT, quenched with ice water, treated with NaHCO3 and NaCl, and extracted with EtOAc (3×). The combined organics were dried over Na2SO4, concentrated to dryness, the resulting material treated with MeCN (3 mL) and the solid was collected... Reactants: CC(Oc1c(N)ncc2c(C(=O)NC3CCN(C(=O)OC(C)(C)C)CC3)coc12)c1c(Cl)ccc(F)c1Cl, CCOCC, ClCCl, Cl. Product: CC(Oc1c(N)ncc2c(C(=O)NC3CCNCC3)coc12)c1c(Cl)ccc(F)c1Cl. As a reaction SMILES: [C:1]([O:2][C:3](=[O:4])[N:8]1[CH2:9][CH2:10][CH:11]([NH:14][C:15](=[O:16])[c:17]2[cH:18][o:19][c:20]3[c:21]2[cH:22][n:23][c:24]([NH2:38])[c:25]3[O:26][CH:27]([CH3:28])[c:29]2[c:30]([Cl:37])[c:31]([F:36])[cH:32][cH:33][c:34]2[Cl:35])[CH2:12][CH2:13]1)([CH3:5])([CH3:6])[CH3:7].[CH3:43][CH2:44][O:45][CH2:46][CH3:47].[Cl:40][CH2:41][Cl:42].[ClH:39]>>[NH:8]1[CH2:9][CH2:10][CH:11]([NH:14][C:15](=[O:16])[c:17]2[cH:18][o:19][c:20]3[c:21]2[cH:22][n:23][c:24]([NH2:38])[c:25]3[O:26][CH:27]([CH3:28])[c:29]2[c:30]([Cl:37])[c:31]([F:36])[cH:32][cH:33][c:34]2[Cl:35])[CH2:12][CH2:13]1. The reactants are [Al+3], CCOCC, [H-], [H-], [H-], [H-], [Li+], C=CCC(Cc1ccccc1-c1noc2ccccc12)N=[N+]=[N-], C1CCOC1. The product is C=CCC(N)Cc1ccccc1-c1noc2ccccc12. RXN SMILES: [Al+3:25].[CH3:35][CH2:36][O:37][CH2:38][CH3:39].[H-:24].[H-:27].[H-:28].[H-:29].[Li+:26].[N:1](=[N+:2]=[N-:3])[CH:4]([CH2:5][c:6]1[c:7](-[c:12]2[n:13][o:14][c:15]3[c:16]2[cH:17][cH:18][cH:19][cH:20]3)[cH:8][cH:9][cH:10][cH:11]1)[CH2:21][CH:22]=[CH2:23].[O:30]1[CH2:31][CH2:32][CH2:33][CH2:34]1>>[NH2:1][CH:4]([CH2:5][c:6]1[c:7](-[c:12]2[n:13][o:14][c:15]3[c:16]2[cH:17][cH:18][cH:19][cH:20]3)[cH:8][cH:9][cH:10][cH:11]1)[CH2:21][CH:22]=[CH2:23]. Starting materials: CCCCO, CC(C)OC(C)C, O=C(O)CCc1ccccc1, [Zn]. Yields the product CCCCOC(=O)CCc1ccccc1. As a reaction SMILES: [CH2:12]([CH2:13][CH2:14][CH3:15])[OH:16].[CH:17]([O:18][CH:19]([CH3:20])[CH3:21])([CH3:22])[CH3:23].[OH:1][C:2](=[O:3])[CH2:4][CH2:5][c:6]1[cH:7][cH:8][cH:9][cH:10][cH:11]1.[Zn:24]>>[O:1]([C:2](=[O:3])[CH2:4][CH2:5][c:6]1[cH:7][cH:8][cH:9][cH:10][cH:11]1)[CH2:12][CH2:13][CH2:14][CH3:15].